Dataset: the Open Reaction Database (ORD), a public repository of structured organic reaction records. Task: describe an organic reaction: reactants, conditions, products, and yield Yield: 91.6%. Procedure: To a solution (S)-tert-butyl 5-((tert-butyldimethylsilyloxy)methyl)-3,3-dimethyl-2-oxopyrrolidine-1-carboxylate (2.7 g, 7.56 mmol) in THF (27 mL) and water (3 mL) was added LiOH (1 N, 15.2 mL, 15.2 mmol). The reaction mixture was stirred at RT overnight and concentrated. The residue was dissolved in water (20 mL), acidified with 10% citric acid to pH 6-7, and extracted with EtOAc. The organic layer was dried over Na2SO4, filtered, and concentrated to give (S)-4-(tert-butoxycarbonylamino)-5-(tert... Solvent: C1CCOC1 (THF), O (water). Conditions: time 8 hour. Reactants: [Si](C)(C)(C(C)(C)C)OC[C@@H]1CC(C(N1C(=O)OC(C)(C)C)=O)(C)C ((S)-tert-butyl 5-((tert-butyldimethylsilyloxy)methyl)-3,3-dimethyl-2-oxopyrrolidine-1-carboxylate), [Li+].[OH-] (LiOH). Yields the product C(C)(C)(C)OC(=O)N[C@@H](CC(C(=O)O)(C)C)CO[Si](C)(C)C(C)(C)C ((S)-4-(tert-butoxycarbonylamino)-5-(tert-butyldimethylsilyloxy)-2,2-dimethylpentanoic acid). RXN SMILES: [Si:1]([O:8][CH2:9][C@H:10]1[N:14]([C:15]([O:17][C:18]([CH3:21])([CH3:20])[CH3:19])=[O:16])[C:13](=[O:22])[C:12]([CH3:24])([CH3:23])[CH2:11]1)([C:4]([CH3:7])([CH3:6])[CH3:5])([CH3:3])[CH3:2].[Li+].[OH-:26]>C1COCC1.O>[C:18]([O:17][C:15]([NH:14][C@H:10]([CH2:9][O:8][Si:1]([C:4]([CH3:5])([CH3:6])[CH3:7])([CH3:2])[CH3:3])[CH2:11][C:12]([CH3:24])([CH3:23])[C:13]([OH:26])=[O:22])=[O:16])([CH3:19])([CH3:21])[CH3:20] |f:1.2|. Reactants: [Al+3], [H-], [H-], [H-], [H-], [Li+], [Na+], [Na+], C1CCOC1, O, O, O, O, O, O, O, O, O, O, O=S(=O)([O-])[O-], COC(=O)c1ccc(-c2ccccc2)nc1. The product is OCc1ccc(-c2ccccc2)nc1. Reaction SMILES: [Al+3:2].[H-:1].[H-:4].[H-:5].[H-:6].[Li+:3].[Na+:38].[Na+:39].[O:40]1[CH2:41][CH2:42][CH2:43][CH2:44]1.[OH2:23].[OH2:24].[OH2:25].[OH2:26].[OH2:27].[OH2:28].[OH2:29].[OH2:30].[OH2:31].[OH2:32].[S:33]([O-:34])([O-:35])(=[O:36])=[O:37].[c:7]1(-[c:13]2[cH:14][cH:15][c:16]([C:19](=[O:20])[O:21][CH3:22])[cH:17][n:18]2)[cH:8][cH:9][cH:10][cH:11][cH:12]1>>[c:7]1(-[c:13]2[cH:14][cH:15][c:16]([CH2:19][OH:20])[cH:17][n:18]2)[cH:8][cH:9][cH:10][cH:11][cH:12]1. As a reaction SMILES: [C:1]1([C:7]2[N:11]=[C:10]([NH2:12])[S:9][N:8]=2)[CH:6]=[CH:5][CH:4]=[CH:3][CH:2]=1.[CH3:13][O:14][C:15]1[CH:16]=[C:17]([S:23](Cl)(=[O:25])=[O:24])[CH:18]=[CH:19][C:20]=1[O:21][CH3:22]>N1C=CC=CC=1>[CH3:13][O:14][C:15]1[CH:16]=[C:17]([S:23]([NH:12][C:10]2[S:9][N:8]=[C:7]([C:1]3[CH:2]=[CH:3][CH:4]=[CH:5][CH:6]=3)[N:11]=2)(=[O:24])=[O:25])[CH:18]=[CH:19][C:20]=1[O:21][CH3:22]. Reactants: C1(=CC=CC=C1)C1=NSC(=N1)N (3-Phenyl-1,2,4-thiadiazol-5-amine), COC=1C=C(C=CC1OC)S(=O)(=O)Cl (3,4-dimethoxybenzenesulfonyl chloride). Isolated yield 14.4%. Procedure details: 3-Phenyl-1,2,4-thiadiazol-5-amine (326 mg, 1.84 mmol) was dissolved in dry pyridine (10 mL). Then 3,4-dimethoxybenzenesulfonyl chloride (529 mg, 2.23 mmol) was added. The solution was stirred at room temperature under Argon. After 46 h, the pyridine was removed in vacuo and flashed off with toluene. The residue was partitioned between EtOAc and 1M NaOH. The organic phase was washed with 1M NaOH until no turbidity was observed on rectification of a small sample. The alkaline phase was made acidic... The solvent is N1=CC=CC=C1 (pyridine). Reaction conditions: time 46 hour. Product: COC=1C=C(C=CC1OC)S(=O)(=O)NC1=NC(=NS1)C1=CC=CC=C1 (3,4-Dimethoxy-N-[3-(phenyl)-1,2,4-thiadiazol-5-yl]benzenesulfonamide). Starting materials: C(C1=CC=CC=C1)N1C(CCC1)CN1N=C2N=C(C(=C(C2=C1)C1=CC=C(C=C1)F)C1=CC=NC=C1)C1=CC=C(C=C1)F (2-(1-benzylpyrrolidin-2-ylmethyl)-4,6-bis(4-fluorophenyl)-5-(4-pyridyl)pyrazolo[3,4-b]pyridine), C(=O)O (formic acid). Reagents/catalysts: [Pd] (Pd/C). Run in CCO (EtOH). Product: FC1=CC=C(C=C1)C=1C=2C(N=C(C1C1=CC=NC=C1)C1=CC=C(C=C1)F)=NN(C2)CC2NCCC2 (4,6-Bis(4-fluorophenyl)-5-(4-pyridyl)-2-(pyrrolidin-2-ylmethyl)pyrazolo[3,4-b]pyridine). Isolated yield 85.6%. As a reaction SMILES: C([N:8]1[CH2:12][CH2:11][CH2:10][CH:9]1[CH2:13][N:14]1[CH:22]=[C:21]2[C:16]([N:17]=[C:18]([C:36]3[CH:41]=[CH:40][C:39]([F:42])=[CH:38][CH:37]=3)[C:19]([C:30]3[CH:35]=[CH:34][N:33]=[CH:32][CH:31]=3)=[C:20]2[C:23]2[CH:28]=[CH:27][C:26]([F:29])=[CH:25][CH:24]=2)=[N:15]1)C1C=CC=CC=1.C(O)=O>CCO.[Pd]>[F:29][C:26]1[CH:27]=[CH:28][C:23]([C:20]2[C:21]3[C:16](=[N:15][N:14]([CH2:13][CH:9]4[CH2:10][CH2:11][CH2:12][NH:8]4)[CH:22]=3)[N:17]=[C:18]([C:36]3[CH:37]=[CH:38][C:39]([F:42])=[CH:40][CH:41]=3)[C:19]=2[C:30]2[CH:31]=[CH:32][N:33]=[CH:34][CH:35]=2)=[CH:24][CH:25]=1. Procedure details: To a solution of 2-(1-benzylpyrrolidin-2-ylmethyl)-4,6-bis(4-fluorophenyl)-5-(4-pyridyl)pyrazolo[3,4-b]pyridine (83 mg, 0.1 mmol, obtained in example 259) in EtOH (6.9 mL), 10% Pd/C (8 mg) and formic acid (0.34 mL) were added and heated a reflux for 2 h. It was allowed to cool and filtered through celite, washed with EtOH and concentrated. The crude product obtained was purified by chromatography on silica gel using hexane-EtOAc-MeOH—NH3 of increasing polarity as eluent, to afford 40 mg of the t... Starting materials: ClC1=C(C(=CC=C1)Cl)NC1=NC2=C(N1)C=CC(=C2)C(=O)O (2-(2,6-dichloro-phenylamino)-1H-benzimidazole-5-carboxylic acid), DMF TEA, CN(C)C(=[N+](C)C)ON1C2=C(C=CC=C2)N=N1.[B-](F)(F)(F)F (TBTU), NC=1C=C(C#N)C=CC1 (3-amino-benzonitrile). Conditions: time 8 hour. Yields the product C(#N)C=1C=C(C=CC1)NC(=O)C1=CC2=C(NC(=N2)NC2=C(C=CC=C2Cl)Cl)C=C1 (2-(2,6-Dichloro-phenylamino)-1H-benzimidazole-5-carboxylic acid (3-cyano-phenyl)-amide). As a reaction SMILES: [Cl:1][C:2]1[CH:7]=[CH:6][CH:5]=[C:4]([Cl:8])[C:3]=1[NH:9][C:10]1[NH:14][C:13]2[CH:15]=[CH:16][C:17]([C:19]([OH:21])=O)=[CH:18][C:12]=2[N:11]=1.CN(C(ON1N=NC2C=CC=CC1=2)=[N+](C)C)C.[B-](F)(F)(F)F.[NH2:44][C:45]1[CH:46]=[C:47]([CH:50]=[CH:51][CH:52]=1)[C:48]#[N:49]>>[C:48]([C:47]1[CH:46]=[C:45]([NH:44][C:19]([C:17]2[CH:16]=[CH:15][C:13]3[NH:14][C:10]([NH:9][C:3]4[C:4]([Cl:8])=[CH:5][CH:6]=[CH:7][C:2]=4[Cl:1])=[N:11][C:12]=3[CH:18]=2)=[O:21])[CH:52]=[CH:51][CH:50]=1)#[N:49] |f:1.2|. Reported procedure: To 2-(2,6-dichloro-phenylamino)-1H-benzimidazole-5-carboxylic acid (32 mg, 0.1 mmol) in DMF TEA (50 μL, 0.36 mmol) and TBTU (32.1 mg, 0.1 mmol) were added, followed by 3-amino-benzonitrile (11.8 mg, 0.1 mmol). After shaking overnight at room temperature, the solvent was removed i.vac. and the residue purified by preparative reverse phase chromatography (gradient H2O/AcCN=90:10 to 35:65; both solvents containing 0.1% TFA). The reactants are CC1=C(N)C=CC=C1 (2-methyl aniline), [OH-].[Na+] (NaOH), ClCC(C)=O (chloroacetone), C(=S)=S (CS2). The solvent is CS(=O)C (DMSO), O (water). Reaction conditions: temperature 0 celsius, time 1 hour. The product is CC=1N(C(SC1)=S)C1=C(C=CC=C1)C (4-methyl-3-(o-tolyl)thiazole-2(3H)-thione). RXN SMILES: [CH3:1][C:2]1[CH:8]=[CH:7][CH:6]=[CH:5][C:3]=1[NH2:4].[OH-].[Na+].[C:11](=[S:13])=[S:12].Cl[CH2:15][C:16](=O)[CH3:17]>CS(C)=O.O>[CH3:17][C:16]1[N:4]([C:3]2[CH:5]=[CH:6][CH:7]=[CH:8][C:2]=2[CH3:1])[C:11](=[S:13])[S:12][CH:15]=1 |f:1.2|. Procedure details: A solution of 2-methyl aniline (10.71 g, 100 mmol) in DMSO (50 mL) was treated with 20N aqueous NaOH (5 mL, 100 mmol) at room temperature. The mixture was cooled to 0° C. and CS2 (7.61 g, 100 mmol) was added. Upon stirring for 1 hour at room temperature, a change of color from dark-red to orange was observed. The solution was then cooled to 0° C. and chloroacetone (9.25 g, 100 mmol) was added. After stirring for 3 hours at room temperature, water (100 mL) was added and the mixture was stirred fo... Reactants: BrC1=NC=C(C=C1)F (2-bromo-5-fluoropyridine), CC(=O)[O-].[Na+] (NaOAc), C(C)O (ethanol), ClCCl (dichloromethane). The reagents and catalysts are C1=CC=C(C=C1)P(C2=CC=CC=C2)[C]3[CH][CH][CH][CH]3.C1=CC=C(C=C1)P(C2=CC=CC=C2)[C]3[CH][CH][CH][CH]3.Cl[Pd]Cl.[Fe] ([1,1-bis(diphenylphosphino)ferrocene]dichloropalladium(II)). Reaction conditions: temperature 90 celsius. The product is FC=1C=CC(=NC1)C(=O)OCC (Ethyl 5-fluoropyridine-2-carboxylate). Isolated yield 68.6%. As a reaction SMILES: Br[C:2]1[CH:7]=[CH:6][C:5]([F:8])=[CH:4][N:3]=1.C[C:10]([O-:12])=[O:11].[Na+].ClCCl.[CH2:17](O)[CH3:18]>C1C=CC(P([C]2[CH][CH][CH][CH]2)C2C=CC=CC=2)=CC=1.C1C=CC(P([C]2[CH][CH][CH][CH]2)C2C=CC=CC=2)=CC=1.Cl[Pd]Cl.[Fe]>[F:8][C:5]1[CH:6]=[CH:7][C:2]([C:10]([O:12][CH2:17][CH3:18])=[O:11])=[N:3][CH:4]=1 |f:1.2,5.6.7.8,^1:24,25,26,27,28,42,43,44,45,46|. Procedure: To a Parr shaker add 2-bromo-5-fluoropyridine (Example 382, Part A) (7.00 g, 39.8 mmol), NaOAc (13.1 g, 159 mmol), absolute ethanol (100 mL) and [1,1-bis(diphenylphosphino)ferrocene]dichloropalladium(II):dichloromethane (1.62 g, 1.99 mmol). Charge the reaction vessel with 50 psi of CO. Heat at 90° C. for 18.25 hours. Cool the reaction mixture before filtering through a Celite® pad. Wash the pad with ethyl acetate, then concentrate the filtrate. Purify by flash chromatography, eluting with 25% et... The reactants are CCC(C)O, CCNc1nc(Cl)ncc1C#N, Nc1ccc(S(=O)(=O)F)cc1. Product: CCNc1nc(Nc2ccc(S(=O)(=O)F)cc2)ncc1C#N. RXN SMILES: [CH3:24][CH:25]([OH:26])[CH2:27][CH3:28].[Cl:1][c:2]1[n:3][cH:4][c:5]([C:11]#[N:12])[c:6]([NH:8][CH2:9][CH3:10])[n:7]1.[S:13](=[O:14])([c:15]1[cH:16][cH:17][c:18]([NH2:21])[cH:19][cH:20]1)(=[O:22])[F:23]>>[c:2]1([NH:21][c:18]2[cH:17][cH:16][c:15]([S:13](=[O:14])(=[O:22])[F:23])[cH:20][cH:19]2)[n:3][cH:4][c:5]([C:11]#[N:12])[c:6]([NH:8][CH2:9][CH3:10])[n:7]1. Product: Cc1cccc(Oc2nc(Nc3cc[nH]n3)cc3ccccc23)c1. Reactants: Cc1cccc(O)c1, Clc1nc(Nc2cc[nH]n2)cc2ccccc12. Reaction SMILES: [CH3:18][c:19]1[cH:20][c:21]([OH:25])[cH:22][cH:23][cH:24]1.[Cl:1][c:2]1[n:3][c:4]([NH:12][c:13]2[n:14][nH:15][cH:16][cH:17]2)[cH:5][c:6]2[cH:7][cH:8][cH:9][cH:10][c:11]12>>[c:2]1([O:25][c:21]2[cH:20][c:19]([CH3:18])[cH:24][cH:23][cH:22]2)[n:3][c:4]([NH:12][c:13]2[n:14][nH:15][cH:16][cH:17]2)[cH:5][c:6]2[cH:7][cH:8][cH:9][cH:10][c:11]12.